describe an organic reaction: reactants, conditions, products, and yield From a dataset of the Open Reaction Database (ORD), a public repository of structured organic reaction records. The solvent is C1CCOC1 (THF). As a reaction SMILES: [CH3:1][CH:2]([CH3:26])[CH2:3][C:4]1([CH2:18][C:19]([O:21][C:22]([CH3:25])([CH3:24])[CH3:23])=[O:20])[CH2:8][CH2:7][N:6]([CH2:9][CH2:10][C:11]2[CH:16]=[CH:15][CH:14]=[CH:13][CH:12]=2)[C:5]1=[O:17].[Li+].CC([N-]C(C)C)C.[CH2:35]=[O:36]>C1COCC1>[OH:36][CH2:35][CH:18]([C:4]1([CH2:3][CH:2]([CH3:26])[CH3:1])[CH2:8][CH2:7][N:6]([CH2:9][CH2:10][C:11]2[CH:12]=[CH:13][CH:14]=[CH:15][CH:16]=2)[C:5]1=[O:17])[C:19]([O:21][C:22]([CH3:24])([CH3:23])[CH3:25])=[O:20] |f:1.2|. Yields the product OCC(C(=O)OC(C)(C)C)C1(C(N(CC1)CCC1=CC=CC=C1)=O)CC(C)C (tert-Butyl α-(1-Hydroxymethyl)-3-(2-methylpropyl)-2-oxo-1-(2-phenylethyl)-3-pyrrolidineacetate). The reactants are CC(CC1(C(N(CC1)CCC1=CC=CC=C1)=O)CC(=O)OC(C)(C)C)C (tert-Butyl 3-(2-Methylpropyl)-2-oxo-1-(2-phenylethyl)-3-pyrrolidineacetate), [Li+].CC(C)[N-]C(C)C (LDA), C=O (formaldehyde), enolate. Procedure details: A cold (-78° C.) solution of tert-butyl 3-(2-methylpropyl)-2-oxo-1-(2-phenylethyl)-3-pyrrolidineacetate (EXAMPLE 1, step 3; 2.00 g, 5.56 mmol) in dry THF (20 mL) is treated with the dropwise addition of LDA (3.20 mL, 6.40 mmol, 2.0N). The solution is maintained at -78° C. for 30 min and then warmed to -30° C. Gaseous formaldehyde (generated by heating 834 mg of paraformaldehyde at 160° C. to provide approximately 28 mmol) is bubbled through the enolate solution. The solution is maintained at -30... Run at temperature -78 celsius. Isolated yield 116.4%. The reactants are solid, COC(COC1=C(C=C(C=C1C1=CC=CC=C1)OC)C1=CC=CC=C1)=O ((5′-methoxy-[1,1′;3′1″]terphenyl-2′-yloxy)acetic acid methyl ester), [K+].[Br-] (KBr). The product is COC=1C=C(C(=C(C1)C1=CC=CC=C1)OCC(=O)O)C1=CC=CC=C1 ((5′-Methoxy-[1,1′;3′,1″]terphenyl-2′-yloxy)acetic acid). As a reaction SMILES: C[O:2][C:3](=[O:26])[CH2:4][O:5][C:6]1[C:11]([C:12]2[CH:17]=[CH:16][CH:15]=[CH:14][CH:13]=2)=[CH:10][C:9]([O:18][CH3:19])=[CH:8][C:7]=1[C:20]1[CH:25]=[CH:24][CH:23]=[CH:22][CH:21]=1.[K+].[Br-]>>[CH3:19][O:18][C:9]1[CH:10]=[C:11]([C:12]2[CH:17]=[CH:16][CH:15]=[CH:14][CH:13]=2)[C:6]([O:5][CH2:4][C:3]([OH:26])=[O:2])=[C:7]([C:20]2[CH:21]=[CH:22][CH:23]=[CH:24][CH:25]=2)[CH:8]=1 |f:1.2|. Reported procedure: The tide compound was prepared as a white solid (0.099 g, 91%) from (5′-methoxy-[1,1′;3′1″]terphenyl-2′-yloxy)acetic acid methyl ester using a proceduresimilar to step 2 of Example 36, mp 143-145° C.; 1H NMR (DMSO-d6) δ3.65 (s, 2H), 3.80 (s, 3H), 6.89 (s, 2H), 7.33-7.39 (m, 2H), 7.39-7.45 (m, 4H), 7.57-7.61 (m, 4H), 12.40-12.46 (bs, 1H); IR (KBr) 3380, 3080, 2920, 2890, 2810, 1770, 1740, 1600, 1575, 1495, 1470, 1425, 1360, 1240, 1210, 1180, 1160, 1070, 1045, 755, and 700 cm−1; mass spectrum [EI]... Starting materials: BrC=1C=C2C(=NC1)NC=N2 (6-bromo-3H-imidazo[4,5-b]pyridine), ClCC1=CC2=C(N=C(O2)SC)C=C1 (6-(chloromethyl)-2-(methylthio)benzo[d]oxazole), O (water), [H-].[Na+] (sodium hydride). Run in CN(C)C=O (DMF), CN(C)C=O (DMF). Conditions: temperature 0 celsius, time 30 minute. Product: BrC=1C=C2C(=NC1)N(C=N2)CC2=CC1=C(N=C(O1)SC)C=C2 (6-((6-bromo-3H-imidazo[4,5-b]pyridin-3-yl)methyl)-2-(methylthio)benzo[d]oxazole). The yield is 48.1%. RXN SMILES: [Br:1][C:2]1[CH:3]=[C:4]2[N:10]=[CH:9][NH:8][C:5]2=[N:6][CH:7]=1.[H-].[Na+].Cl[CH2:14][C:15]1[CH:25]=[CH:24][C:18]2[N:19]=[C:20]([S:22][CH3:23])[O:21][C:17]=2[CH:16]=1.O>CN(C=O)C>[Br:1][C:2]1[CH:3]=[C:4]2[N:10]=[CH:9][N:8]([CH2:14][C:15]3[CH:25]=[CH:24][C:18]4[N:19]=[C:20]([S:22][CH3:23])[O:21][C:17]=4[CH:16]=3)[C:5]2=[N:6][CH:7]=1 |f:1.2|. Procedure details: To a stirred solution of 6-bromo-3H-imidazo[4,5-b]pyridine (506 mg, 2.55 mmol) from Step 1 of this Example in anhydrous DMF (10 mL) at 0° C. was added in one portion sodium hydride (60% dispersion in mineral oil, 107 mg, 2.68 mmol), and the mixture was stirred at 0° C. for 30 min. To the reaction mixture was added a solution of 6-(chloromethyl)-2-(methylthio)benzo[d]oxazole (600 mg, 2.81 mmol) from Step 3 of Example 56 in DMF (2 mL). The mixture was allowed to warm to rt, then stirred for a furt... Starting materials: BrC1=CC=C(C=C1)[C@H](C)N1C(O[C@@](CC1)(CCCO)C1=CC=C(C=C1)F)=O ((R)-3-((S)-1-(4-bromophenyl)ethyl)-6-(4-fluorophenyl)-6-(3-hydroxypropyl)-1,3-oxazinan-2-one), ClC1=NC=NC=C1 (4-chloropyrimidine). Product: FC1=CC=C(C=C1)[C@]1(CCN(C(O1)=O)[C@@H](C)C1=CC=C(C=C1)C1=NC=NC=C1)CCCO ((R)-6-(4-fluorophenyl)-6-(3-hydroxypropyl)-3-((S)-1-(4-(pyrimidin-4-yl)phenyl)ethyl)-1,3-oxazinan-2-one). Reaction SMILES: Br[C:2]1[CH:7]=[CH:6][C:5]([C@@H:8]([N:10]2[CH2:15][CH2:14][C@@:13]([C:20]3[CH:25]=[CH:24][C:23]([F:26])=[CH:22][CH:21]=3)([CH2:16][CH2:17][CH2:18][OH:19])[O:12][C:11]2=[O:27])[CH3:9])=[CH:4][CH:3]=1.Cl[C:29]1[CH:34]=[CH:33][N:32]=[CH:31][N:30]=1>>[F:26][C:23]1[CH:24]=[CH:25][C:20]([C@:13]2([CH2:16][CH2:17][CH2:18][OH:19])[O:12][C:11](=[O:27])[N:10]([C@H:8]([C:5]3[CH:6]=[CH:7][C:2]([C:29]4[CH:34]=[CH:33][N:32]=[CH:31][N:30]=4)=[CH:3][CH:4]=3)[CH3:9])[CH2:15][CH2:14]2)=[CH:21][CH:22]=1. Procedure details: The title compound was prepared from (R)-3-((S)-1-(4-bromophenyl)ethyl)-6-(4-fluorophenyl)-6-(3-hydroxypropyl)-1,3-oxazinan-2-one following procedures analogous to those described in Example 313 Steps 3 and 4 using 4-chloropyrimidine in Step 4. LC-MS Method 2 tR=1.172, m/z=392.1; 1H NMR (CDCl3) 1.28-1.40 (m, 1H), 1.52 (m, 3H), 1.64 (m, 2H), 1.81-1.99 (m, 2H), 2.09-2.37 (m, 3H), 2.90 (m, 1H), 3.51 (t, 2H), 5.68 (m, 1H), 6.88-7.07 (m, 3H), 7.16-7.28 (m, 3H), 7.58 (m, 1H), 7.79 (d, 2H), 8.61-8.80 (... The reactants are C1(CCCCC1)C(C=1OC2=C(C1C)C=C(C=C2)F)NC2=CC=C(C=N2)C(=O)N(CCC(=O)OCC)C (Ethyl 3-{[(6-{[cyclohexyl(5-fluoro-3-methyl-1-benzofuran-2-yl)methyl]amino}pyridin-3-yl)carbonyl](methyl)amino}propanoate), [OH-].[Li+] (lithium hydroxide), CCCCCC.CC(C)O (hexane 2-propanol), C(C)O (ethanol). As a reaction SMILES: [CH:1]1([CH:7]([NH:19][C:20]2[N:25]=[CH:24][C:23]([C:26]([N:28]([CH3:36])[CH2:29][CH2:30][C:31]([O:33]CC)=[O:32])=[O:27])=[CH:22][CH:21]=2)[C:8]2[O:9][C:10]3[CH:17]=[CH:16][C:15]([F:18])=[CH:14][C:11]=3[C:12]=2[CH3:13])[CH2:6][CH2:5][CH2:4][CH2:3][CH2:2]1.CCCCCC.CC(O)C.C(O)C.[OH-].[Li+]>O1CCCC1>[CH:1]1([CH:7]([NH:19][C:20]2[N:25]=[CH:24][C:23]([C:26]([N:28]([CH3:36])[CH2:29][CH2:30][C:31]([OH:33])=[O:32])=[O:27])=[CH:22][CH:21]=2)[C:8]2[O:9][C:10]3[CH:17]=[CH:16][C:15]([F:18])=[CH:14][C:11]=3[C:12]=2[CH3:13])[CH2:6][CH2:5][CH2:4][CH2:3][CH2:2]1 |f:1.2,4.5|. Reported procedure: Ethyl 3-{[(6-{[cyclohexyl(5-fluoro-3-methyl-1-benzofuran-2-yl)methyl]amino}pyridin-3-yl)carbonyl](methyl)amino}propanoate (4.06 g) synthesized in Example A52(1) was fractionated by high performance liquid chromatography (column: CHIRALPAK AD (50 mm ID×500 mL, manufactured by Daicel Chemical Industries, Ltd., mobile phase: hexane/2-propanol (700/300-200/800), flow rate: 60 mL/min-50 mL/min, column temperature: room temperature). The fraction containing an optically active form having a shorter re... The solvent is O1CCCC1 (tetrahydrofuran). Reaction conditions: time 1 hour. Product: C1(CCCCC1)C(C=1OC2=C(C1C)C=C(C=C2)F)NC2=CC=C(C=N2)C(=O)N(CCC(=O)O)C (3-{[(6-{[cyclohexyl(5-fluoro-3-methyl-1-benzofuran-2-yl)methyl]amino}pyridin-3-yl)carbonyl](methyl)amino}propanoic acid). Reactants: C(=O)(OC(C)(C)C)N1CCN(CC1)C=1C=NC=C(C1)C1CC(=NN1C1=C(C=C(C=C1)F)F)C(C(F)(F)F)(F)F (5-[3-(4-BOC-piperazin-1-yl)-pyridin-5-yl]-1-(2,4-difluoro-phenyl)-3-pentafluoroethyl-4,5-dihydro-1H-pyrazole), Cl (hydrochloric acid). Solvent: C(C)(=O)OCC (ethyl acetate). Conditions: time 2 hour. Product: Cl.FC1=C(C=CC(=C1)F)N1N=C(CC1C=1C=C(C=NC1)N1CCNCC1)C(C(F)(F)F)(F)F (1-(2,4-difluoro-phenyl)-5-[3-(piperazin-1-yl)-pyridin-5-yl]-3-pentafluoroethyl-4,5-dihydro-1H-pyrazole hydrochloride). As a reaction SMILES: C([N:8]1[CH2:13][CH2:12][N:11]([C:14]2[CH:15]=[N:16][CH:17]=[C:18]([CH:20]3[N:24]([C:25]4[CH:30]=[CH:29][C:28]([F:31])=[CH:27][C:26]=4[F:32])[N:23]=[C:22]([C:33]([F:39])([F:38])[C:34]([F:37])([F:36])[F:35])[CH2:21]3)[CH:19]=2)[CH2:10][CH2:9]1)(OC(C)(C)C)=O.[ClH:40]>C(OCC)(=O)C>[ClH:40].[F:32][C:26]1[CH:27]=[C:28]([F:31])[CH:29]=[CH:30][C:25]=1[N:24]1[CH:20]([C:18]2[CH:19]=[C:14]([N:11]3[CH2:12][CH2:13][NH:8][CH2:9][CH2:10]3)[CH:15]=[N:16][CH:17]=2)[CH2:21][C:22]([C:33]([F:39])([F:38])[C:34]([F:35])([F:36])[F:37])=[N:23]1 |f:3.4|. Reported procedure: 5-[3-(4-BOC-piperazin-1-yl)-pyridin-5-yl]-1-(2,4-difluoro-phenyl)-3-pentafluoroethyl-4,5-dihydro-1H-pyrazole (220.0 mg, 0.4 mmol) prepared in Example 169 was added to a saturated solution of hydrochloric acid in ethyl acetate (2.0 mL). The reaction mixture was stirred at room temperature 2 hours and then concentrated under reduced pressure to give 210.0 mg of the titled compound as a brown liquid.